Dataset: the Open Reaction Database (ORD), a public repository of structured organic reaction records. Task: describe an organic reaction: reactants, conditions, products, and yield The reactants are O=C(CCCC(=O)OC)C1=C(C=CC=C1)\C=C\C=C\C(CCCCCCCC)OC1OCCCC1 (methyl δ-oxo-2-[5-[(tetrahydro-2H-pyran-2-yl)oxyl]-1E,3E-tridecadienyl]benzenepentanoate), [BH4-].[Na+] (NaBH4). The solvent is CO (methanol). Conditions: temperature 0 celsius, time 30 minute. Yields the product OC(CCCC(=O)OC)C1=C(C=CC=C1)\C=C\C=C\C(CCCCCCCC)OC1OCCCC1 (methyl δ-hydroxy-2-[5-[(tetrahydro-2H-pyran-2-yl)oxy]-1E,3E-tridecadienyl]benzenepentanoate). Isolated yield 107.6%. Reaction SMILES: [O:1]=[C:2]([C:10]1[CH:15]=[CH:14][CH:13]=[CH:12][C:11]=1/[CH:16]=[CH:17]/[CH:18]=[CH:19]/[CH:20]([O:29][CH:30]1[CH2:35][CH2:34][CH2:33][CH2:32][O:31]1)[CH2:21][CH2:22][CH2:23][CH2:24][CH2:25][CH2:26][CH2:27][CH3:28])[CH2:3][CH2:4][CH2:5][C:6]([O:8][CH3:9])=[O:7].[BH4-].[Na+]>CO>[OH:1][CH:2]([C:10]1[CH:15]=[CH:14][CH:13]=[CH:12][C:11]=1/[CH:16]=[CH:17]/[CH:18]=[CH:19]/[CH:20]([O:29][CH:30]1[CH2:35][CH2:34][CH2:33][CH2:32][O:31]1)[CH2:21][CH2:22][CH2:23][CH2:24][CH2:25][CH2:26][CH2:27][CH3:28])[CH2:3][CH2:4][CH2:5][C:6]([O:8][CH3:9])=[O:7] |f:1.2|. Reported procedure: To 3 ml of methanol was added 0.1g (0.21 mmol) of the titled product of Example 10. The reaction mixture was cooled to 0°C. and 3mg of NaBH4 was added. After 30 minutes, the reaction was complete. The reaction mixture was quenched with acetone and the volatile components were removed in vacuo. The residue was partitioned between diethyl ether (ether) and water. The organic layer was separated and the aqueous layer was extracted once more with ether and the combined extracts were washed with brin...